Task: describe an organic reaction: reactants, conditions, products, and yield. Dataset: the Open Reaction Database (ORD), a public repository of structured organic reaction records Starting materials: C1(O)=CC=C(O)C=C1 (hydroquinone), [OH-].[K+] (KOH), C1(=CC=C(C=C1)S(=O)(=O)OCC(C)OCCCCCCCCCCCC)C ((2'-dodecyloxypropyl) p-toluenesulfonate). Run in C(C)O (ethanol). Conditions: time 2.5 hour. Product: C(CCCCCCCCCCC)OC(COC1=CC=C(O)C=C1)C (Hydroquinone mono(2'-dodecyloxypropyl) ether). RXN SMILES: [C:1]1([CH:8]=[CH:7][C:5]([OH:6])=[CH:4][CH:3]=1)[OH:2].[OH-].[K+].C1(C)C=CC(S(O[CH2:21][CH:22]([O:24][CH2:25][CH2:26][CH2:27][CH2:28][CH2:29][CH2:30][CH2:31][CH2:32][CH2:33][CH2:34][CH2:35][CH3:36])[CH3:23])(=O)=O)=CC=1>C(O)C>[CH2:25]([O:24][CH:22]([CH3:21])[CH2:23][O:2][C:1]1[CH:8]=[CH:7][C:5]([OH:6])=[CH:4][CH:3]=1)[CH2:26][CH2:27][CH2:28][CH2:29][CH2:30][CH2:31][CH2:32][CH2:33][CH2:34][CH2:35][CH3:36] |f:1.2|. Reported procedure: 11.1 g of hydroquinone, 3.1 g of 85% KOH and 100 ml of ethanol were mixed and the reaction was carried out for 2.5 hours. 10.7 g of (2'-dodecyloxypropyl) p-toluenesulfonate was added dropwise and after the reaction was carried out at 60° C. for 3 hours and by heating under reflux for 7.0 hours, ethanol was evaporated. The residue was diluted with 200 ml of water, acidified with a small amount of hydrochloric acid and then extracted with 500 ml of hexane, followed by recrystallization. Yield: 1.1... The reactants are ClCCCCOC=1C=C(C2=C(C(OC(N2)=O)(C)C)C1)C (6-(4-chlorobutoxy)-4,4,8-trimethyl-4H-3,1-benzoxazin-2-one), CC=1C=C(C=CC1C)S (3,4-dimethyl-thiophenol). The product is CC=1C=C(C=CC1C)SCCCCOC=1C=C(C2=C(C(OC(N2)=O)(C)C)C1)C (6-[4-(3,4-Dimethyl-phenylmercapto)-butoxy]-4,4,8-trimethyl-4H-3,1-benzoxazin-2-one). RXN SMILES: Cl[CH2:2][CH2:3][CH2:4][CH2:5][O:6][C:7]1[CH:8]=[C:9]([CH3:20])[C:10]2[NH:15][C:14](=[O:16])[O:13][C:12]([CH3:18])([CH3:17])[C:11]=2[CH:19]=1.[CH3:21][C:22]1[CH:23]=[C:24]([SH:29])[CH:25]=[CH:26][C:27]=1[CH3:28]>>[CH3:21][C:22]1[CH:23]=[C:24]([S:29][CH2:2][CH2:3][CH2:4][CH2:5][O:6][C:7]2[CH:8]=[C:9]([CH3:20])[C:10]3[NH:15][C:14](=[O:16])[O:13][C:12]([CH3:18])([CH3:17])[C:11]=3[CH:19]=2)[CH:25]=[CH:26][C:27]=1[CH3:28]. Procedure: Prepared analogously to Example 1 from 6-(4-chlorobutoxy)-4,4,8-trimethyl-4H-3,1-benzoxazin-2-one and 3,4-dimethyl-thiophenol. Reaction SMILES: [CH2:1]([NH:8][C:9]1[N:10]([C:18]2[CH:23]=[CH:22][C:21]([Cl:24])=[CH:20][CH:19]=2)[N:11]=[C:12]2[C:17]=1[CH:16]=[CH:15][CH:14]=[CH:13]2)[C:2]1[CH:7]=[CH:6][CH:5]=[CH:4][CH:3]=1.[CH:25]1([N:31]=[C:32]=[O:33])[CH2:30][CH2:29][CH2:28][CH2:27][CH2:26]1>C1(C)C=CC=CC=1>[CH2:1]([N:8]([C:9]1[N:10]([C:18]2[CH:19]=[CH:20][C:21]([Cl:24])=[CH:22][CH:23]=2)[N:11]=[C:12]2[C:17]=1[CH:16]=[CH:15][CH:14]=[CH:13]2)[C:32]([NH:31][CH:25]1[CH2:30][CH2:29][CH2:28][CH2:27][CH2:26]1)=[O:33])[C:2]1[CH:3]=[CH:4][CH:5]=[CH:6][CH:7]=1. Product: C(C1=CC=CC=C1)N(C(=O)NC1CCCCC1)C=1N(N=C2C=CC=CC12)C1=CC=C(C=C1)Cl (1-Benzyl-1-[2-(4-chloro-phenyl)-2H-indazol-3-yl]-3-cyclohexyl-urea). Procedure details: In analogy to the procedure described in example 1.2, benzyl-[2-(4-chloro-phenyl)-2H-indazol-3-yl]-amine was reacted with cyclohexylisocyanate ([3173-53-3]) in toluene for 48 h under reflux conditions to give the title compound as yellow solid. MS: m/e=459.4 [M+H+]. Reactants: C(C1=CC=CC=C1)NC=1N(N=C2C=CC=CC12)C1=CC=C(C=C1)Cl (benzyl-[2-(4-chloro-phenyl)-2H-indazol-3-yl]-amine), C1(CCCCC1)N=C=O (cyclohexylisocyanate). Run in C1(=CC=CC=C1)C (toluene). Starting materials: ClC1=CC=C(C=C1)C#C (4-chlorophenylacetylene), C(C1=CC=CC=C1)S (benzyl mercaptan), [Na] (sodium). Product: ClC1=CC=C(\C=C/C(C2=CC=CC=C2)SC(C2=CC=CC=C2)\C=C/C2=CC=C(C=C2)Cl)C=C1 ((Z)-4-chlorostyryl benzylsulfide). Reaction SMILES: [Cl:1][C:2]1[CH:7]=[CH:6][C:5]([C:8]#[CH:9])=[CH:4][CH:3]=1.[CH2:10]([SH:17])[C:11]1[CH:16]=[CH:15][CH:14]=[CH:13][CH:12]=1.[Na]>>[Cl:1][C:2]1[CH:7]=[CH:6][C:5](/[CH:8]=[CH:9]\[CH:10]([S:17][CH:8](/[CH:9]=[CH:8]\[C:5]2[CH:6]=[CH:7][C:2]([Cl:1])=[CH:3][CH:4]=2)[C:5]2[CH:6]=[CH:7][CH:2]=[CH:3][CH:4]=2)[C:11]2[CH:16]=[CH:15][CH:14]=[CH:13][CH:12]=2)=[CH:4][CH:3]=1 |^1:17|. Procedure: A solution of 4-chlorophenylacetylene (0.02 mol) and benzyl mercaptan (0.02 mol) and metallic sodium (0.02 g atom) was subjected to Procedure 2 to form (Z)-4-chlorostyryl benzylsulfide. The title compound was obtained in 74% yield following oxidation. 1HNMR (CDC13) δ4.55 (2H, s), 6.66 (1H, d, JH,H=12.12), 7.16-7.65 (9H aromatic+1H ethylenic). The reactants are Clc1cccnc1Br, O=C([O-])[O-], CN(C)C=O, CCOC(C)=O, CC(C)(C)OC(=O)N1CC2CCC(C1)N2, [K+], [K+]. Product: CC(C)(C)OC(=O)N1CC2CCC(C1)N2c1ncccc1Cl. Reaction SMILES: [Br:16][c:17]1[n:18][cH:19][cH:20][cH:21][c:22]1[Cl:23].[C:24](=[O:25])([O-:26])[O-:27].[CH3:30][N:31]([CH3:32])[CH:33]=[O:34].[CH3:35][CH2:36][O:37][C:38](=[O:39])[CH3:40].[CH:1]12[CH2:2][N:3]([C:9](=[O:10])[O:11][C:12]([CH3:13])([CH3:14])[CH3:15])[CH2:4][CH:5]([CH2:6][CH2:7]1)[NH:8]2.[K+:28].[K+:29]>>[CH:1]12[CH2:2][N:3]([C:9](=[O:10])[O:11][C:12]([CH3:13])([CH3:14])[CH3:15])[CH2:4][CH:5]([CH2:6][CH2:7]1)[N:8]2[c:17]1[n:18][cH:19][cH:20][cH:21][c:22]1[Cl:23]. Isolated yield 89.2%. Reagents/catalysts: CN(C1=CC=NC=C1)C (4-dimethylaminopyridine). Product: CC1=NC=C(N1C)C=1C=C(C=CC1)NC(=O)C=1C=C(C=CC1)C1=CC=C(C=C1)F (N-[3-(2,3 dimethyl-3H-imidazolyl)-phenyl]-4′-fluoro-biphenyl-3-carboxamide). Reported procedure: To a suspension of 3-(4-fluorophenyl)benzoic acid (151 mg) and 3-(1,2-dimethylimidazol-5-yl)aniline (131 mg) in dichloromethane (5 ml) were added 1-ethyl-3-(3-dimethylaminopropyl)carbodiimide hydrochloride (201 mg) and 4-dimethylaminopyridine (43 mg). The mixture was stirred at ambient temperature for 18 hours and diluted with dichloromethane. The solution was washed with water and brine, dried over magnesium sulfate and evaporated under reduced pressure. The residue was purified by a silica gel... The solvent is ClCCl (dichloromethane), ClCCl (dichloromethane). The reactants are FC1=CC=C(C=C1)C=1C=C(C(=O)O)C=CC1 (3-(4-fluorophenyl)benzoic acid), CN1C(=NC=C1C=1C=C(N)C=CC1)C (3-(1,2-dimethylimidazol-5-yl)aniline), Cl.C(C)N=C=NCCCN(C)C (1-ethyl-3-(3-dimethylaminopropyl)carbodiimide hydrochloride). Reaction SMILES: [F:1][C:2]1[CH:7]=[CH:6][C:5]([C:8]2[CH:9]=[C:10]([CH:14]=[CH:15][CH:16]=2)[C:11]([OH:13])=O)=[CH:4][CH:3]=1.[CH3:17][N:18]1[C:22]([C:23]2[CH:24]=[C:25]([CH:27]=[CH:28][CH:29]=2)[NH2:26])=[CH:21][N:20]=[C:19]1[CH3:30].Cl.C(N=C=NCCCN(C)C)C>ClCCl.CN(C)C1C=CN=CC=1>[CH3:30][C:19]1[N:18]([CH3:17])[C:22]([C:23]2[CH:24]=[C:25]([NH:26][C:11]([C:10]3[CH:9]=[C:8]([C:5]4[CH:4]=[CH:3][C:2]([F:1])=[CH:7][CH:6]=4)[CH:16]=[CH:15][CH:14]=3)=[O:13])[CH:27]=[CH:28][CH:29]=2)=[CH:21][N:20]=1 |f:2.3|. Conditions: time 18 hour. The reactants are C(C)(C)C1=NOC(=C1)CN (1-(3-isopropyl-isoxazol-5-yl)methylamine), C(C1=CC=CC=C1)(=O)N=C=S (benzoyl isothiocyanate), C(C1=CC=CC=C1)(=O)N=C=S (benzoyl isothiocyanate), amine. Run in CO (methanol), N (ammonia), N (ammonia). Run at time 12 hour. Yields the product C(C)(C)C1=NOC(=C1)CNC(=S)N (1-[(3-Isopropylisoxazol-5-yl)methyl]thiourea). Yield: 91.9%. As a reaction SMILES: [CH:1]([C:4]1[CH:8]=[C:7]([CH2:9][NH2:10])[O:6][N:5]=1)([CH3:3])[CH3:2].C([N:19]=[C:20]=[S:21])(=O)C1C=CC=CC=1>CO.N>[CH:1]([C:4]1[CH:8]=[C:7]([CH2:9][NH:10][C:20]([NH2:19])=[S:21])[O:6][N:5]=1)([CH3:3])[CH3:2]. Reported procedure: The title compound was prepared in accordance with the general method described in Example 12(a) by using 1-(3-isopropyl-isoxazol-5-yl)methylamine (0.85 g, 6.06 mmol), benzoyl isothiocyanate (0.90 mL, 6.67 mmol) and ammonia in methanol (7 N, 30 mL) with the exception that the reaction time for amine with benzoyl isothiocyanate was 12 h and the reaction mixture in ammonia was stirred o.n. Work-up was done by concentrating the reaction mixture in vacuo and adding ethyl acetate (15 mL) and water (1...